Dataset: the Open Reaction Database (ORD), a public repository of structured organic reaction records. Task: describe an organic reaction: reactants, conditions, products, and yield The product is COc1cc2c(Oc3ccc4[nH]ccc4c3F)ncnc2cc1OCCCN1CCCC1. The reactants are O=C([O-])[O-], COc1cc2c(Cl)ncnc2cc1OCCCN1CCCC1, Oc1ccc2[nH]ccc2c1F, [K+], [K+], CN(C)C=O. RXN SMILES: [C:34](=[O:35])([O-:36])[O-:37].[Cl:1][c:2]1[n:3][cH:4][n:5][c:6]2[cH:7][c:8]([O:14][CH2:15][CH2:16][CH2:17][N:18]3[CH2:19][CH2:20][CH2:21][CH2:22]3)[c:9]([O:12][CH3:13])[cH:10][c:11]12.[F:23][c:24]1[c:25]2[cH:26][cH:27][nH:28][c:29]2[cH:30][cH:31][c:32]1[OH:33].[K+:38].[K+:39].[O:40]=[CH:41][N:42]([CH3:43])[CH3:44]>>[c:2]1([O:33][c:32]2[c:24]([F:23])[c:25]3[cH:26][cH:27][nH:28][c:29]3[cH:30][cH:31]2)[n:3][cH:4][n:5][c:6]2[cH:7][c:8]([O:14][CH2:15][CH2:16][CH2:17][N:18]3[CH2:19][CH2:20][CH2:21][CH2:22]3)[c:9]([O:12][CH3:13])[cH:10][c:11]12. Reactants: FC1=CC=C(C=C1)N1N=CC2=CC(=CC=C12)C1(CCOCC1)C(C(=O)N)(C)C (2-(4-(1-(4-Fluorophenyl)-1H-indazol-5-yl)tetrahydro-2H-pyran-4-yl)-2-methylpropanamide), [H-].[H-].[H-].[H-].[Li+].[Al+3] (LiAlH4). Solvent: C1CCOC1 (THF). Reaction conditions: time 18 hour. Product: FC1=CC=C(C=C1)N1N=CC2=CC(=CC=C12)C1(CCOCC1)C(CN)(C)C (2-(4-(1-(4-fluorophenyl)-1H-indazol-5-yl)tetrahydro-2H-pyran-4-yl)-2-methylpropan-1-amine). As a reaction SMILES: [F:1][C:2]1[CH:7]=[CH:6][C:5]([N:8]2[C:16]3[C:11](=[CH:12][C:13]([C:17]4([C:23]([CH3:28])([CH3:27])[C:24]([NH2:26])=O)[CH2:22][CH2:21][O:20][CH2:19][CH2:18]4)=[CH:14][CH:15]=3)[CH:10]=[N:9]2)=[CH:4][CH:3]=1.[H-].[H-].[H-].[H-].[Li+].[Al+3]>C1COCC1>[F:1][C:2]1[CH:7]=[CH:6][C:5]([N:8]2[C:16]3[C:11](=[CH:12][C:13]([C:17]4([C:23]([CH3:28])([CH3:27])[CH2:24][NH2:26])[CH2:18][CH2:19][O:20][CH2:21][CH2:22]4)=[CH:14][CH:15]=3)[CH:10]=[N:9]2)=[CH:4][CH:3]=1 |f:1.2.3.4.5.6|. Reported procedure: (h)(i) 2-(4-(1-(4-Fluorophenyl)-1H-indazol-5-yl)tetrahydro-2H-pyran-4-yl)-2-methylpropanamide (23 mg, 0.06 mmol) in 3 mL THF was treated with LiAlH4 (0.2 mL of 1.0 M solution in THF) and stirred for 18 h. The reaction was quenched with EtOAc, TFA was added, and the reaction was purified by HPLC to give 2-(4-(1-(4-fluorophenyl)-1H-indazol-5-yl)tetrahydro-2H-pyran-4-yl)-2-methylpropan-1-amine. (M+H)+=368. This material was coupled to 3,3,3-trifluoropropionic acid using General Coupling Method A. A...